This data is from the Open Reaction Database (ORD), a public repository of structured organic reaction records. The task is: describe an organic reaction: reactants, conditions, products, and yield Conditions: time 2 hour. The product is C[C@]12CC[C@@]3([C@@H]([C@H]2CC[C@@H]2[C@]4(CC=C(C([C@@H]4CC[C@@]12C)(C)C)C1=CC=C(C(=O)OC(C)(C)C)C=C1)C)[C@@H](CC3)C(=C)C)CNCCN3CCCCC3 (tert-butyl 4-((1R,3aS,5aR,5bR,7aR,11aS,11bR,13aR,13bR)-5a,5b,8,8,11a-pentamethyl-3a-((2-(piperidin-1-yl)ethylamino)methyl)-1-(prop-1-en-2-yl)-2,3,3a,4,5,5a,5b,6,7,7a,8,11,11a,11b,12,13,13a,13b-octadecahydro-1H-cyclopenta[a]chrysen-9-yl)benzoate). As a reaction SMILES: [CH:1]([C@:3]12[CH2:41][CH2:40][C@@H:39]([C:42]([CH3:44])=[CH2:43])[C@@H:4]1[C@@H:5]1[C@@:18]([CH3:21])([CH2:19][CH2:20]2)[C@@:17]2([CH3:22])[C@@H:8]([C@:9]3([CH3:38])[C@@H:14]([CH2:15][CH2:16]2)[C:13]([CH3:24])([CH3:23])[C:12]([C:25]2[CH:37]=[CH:36][C:28]([C:29]([O:31][C:32]([CH3:35])([CH3:34])[CH3:33])=[O:30])=[CH:27][CH:26]=2)=[CH:11][CH2:10]3)[CH2:7][CH2:6]1)=O.C(O)(=O)C.[NH2:49][CH2:50][CH2:51][N:52]1[CH2:57][CH2:56][CH2:55][CH2:54][CH2:53]1.C(O[BH-](OC(=O)C)OC(=O)C)(=O)C.[Na+]>ClCCCl.C([O-])(O)=O.[Na+]>[CH3:21][C@:18]12[C@@:17]3([CH3:22])[C@@H:8]([C@:9]4([CH3:38])[C@@H:14]([CH2:15][CH2:16]3)[C:13]([CH3:23])([CH3:24])[C:12]([C:25]3[CH:37]=[CH:36][C:28]([C:29]([O:31][C:32]([CH3:33])([CH3:34])[CH3:35])=[O:30])=[CH:27][CH:26]=3)=[CH:11][CH2:10]4)[CH2:7][CH2:6][C@@H:5]1[C@H:4]1[C@H:39]([C:42]([CH3:44])=[CH2:43])[CH2:40][CH2:41][C@:3]1([CH2:1][NH:49][CH2:50][CH2:51][N:52]1[CH2:57][CH2:56][CH2:55][CH2:54][CH2:53]1)[CH2:20][CH2:19]2 |f:3.4,6.7|. Solvent: ClCCCl (DCE), C(=O)(O)[O-].[Na+] (NaHCO3). Reactants: C(=O)[C@]12[C@@H]([C@H]3CC[C@@H]4[C@]5(CC=C(C([C@@H]5CC[C@]4([C@@]3(CC1)C)C)(C)C)C1=CC=C(C(=O)OC(C)(C)C)C=C1)C)[C@@H](CC2)C(=C)C (tert-butyl 4-((1R,3aS,5aR,5bR,7aR,11aS,11bR,13aR,13bR)-3a-formyl-5a,5b,8,8,11a-pentamethyl-1-(prop-1-en-2-yl)-2,3,3a,4,5,5a,5b,6,7,7a,8,11,11a,11b,12,13,13a,13b-octadecahydro-1H-cyclopenta[a]chrysen-9-yl)benzoate), C(C)(=O)O (acetic acid), NCCN1CCCCC1 (N-(2-aminoethyl)piperidine), C(C)(=O)O[BH-](OC(C)=O)OC(C)=O.[Na+] (sodium triacetoxyborohydride). Reported procedure: To a solution of tert-butyl 4-((1R,3aS,5aR,5bR,7aR,11aS,11bR,13aR,13bR)-3a-formyl-5a,5b,8,8,11a-pentamethyl-1-(prop-1-en-2-yl)-2,3,3a,4,5,5a,5b,6,7,7a,8,11,11a,11b,12,13,13a,13b-octadecahydro-1H-cyclopenta[a]chrysen-9-yl)benzoate (0.1 g, 0.167 mmol) in DCE (2 ml) was added acetic acid (0.019 ml, 0.334 mmol) and N-(2-aminoethyl)piperidine (0.048 ml, 0.334 mmol). The mixture was stirred at rt for 2 h then sodium triacetoxyborohydride (0.177 g, 0.835 mmol) was added. The mixture was stirred at rt f... The reactants are [OH-].[Na+] (sodium hydroxide), C(C)(C)(C)OC(=O)N[C@@H]1CN(C[C@@H]1C)C1=C(C(=C(C(=O)OCC)C=C1F)F)C (ethyl 4-[(3S,4S)-3-(tert-butoxycarbonyl)amino-4-methylpyrrolidin-1-yl]-2,5-difluoro-3-methylbenzoate), Cl (hydrochloric acid), resultant mixture. Solvent: C(C)O (ethanol), C(C)O (ethanol). Run at time 20 hour. The product is C(C)(C)(C)OC(=O)N[C@@H]1CN(C[C@@H]1C)C1=C(C(=C(C(=O)O)C=C1F)F)C (4-[(3S,4S)-3-(tert-Butoxycarbonyl)amino-4-methylpyrrolidin-1-yl]-2,5-difluoro-3-methylbenzoic acid). Reaction SMILES: [OH-].[Na+].[C:3]([O:7][C:8]([NH:10][C@H:11]1[C@@H:15]([CH3:16])[CH2:14][N:13]([C:17]2[C:27]([F:28])=[CH:26][C:20]([C:21]([O:23]CC)=[O:22])=[C:19]([F:29])[C:18]=2[CH3:30])[CH2:12]1)=[O:9])([CH3:6])([CH3:5])[CH3:4].Cl>C(O)C>[C:3]([O:7][C:8]([NH:10][C@H:11]1[C@@H:15]([CH3:16])[CH2:14][N:13]([C:17]2[C:27]([F:28])=[CH:26][C:20]([C:21]([OH:23])=[O:22])=[C:19]([F:29])[C:18]=2[CH3:30])[CH2:12]1)=[O:9])([CH3:6])([CH3:4])[CH3:5] |f:0.1|. Procedure details: A 1 mol/L aqueous sodium hydroxide solution (15 mL, 15 mmol) was added under cooling with ice to a solution of ethyl 4-[(3S,4S)-3-(tert-butoxycarbonyl)amino-4-methylpyrrolidin-1-yl]-2,5-difluoro-3-methylbenzoate (2.51 g, 6.30 mmol) in ethanol (20 mL), followed by stirring at room temperature for 20 hours. The resultant mixture was neutralized with 1 mol/L hydrochloric acid under cooling with ice, and ethanol was removed under reduced pressure. Subsequently, 1 mol/L hydrochloric acid was added to...